describe an organic reaction: reactants, conditions, products, and yield From a dataset of the Open Reaction Database (ORD), a public repository of structured organic reaction records. The reactants are CN(C)C=O, ClCCl, O=C(Cl)C(=O)Cl, O=C(O)c1cc(S(=O)(=O)Cl)ccc1Cl. Yields the product O=C(Cl)c1cc(S(=O)(=O)Cl)ccc1Cl. RXN SMILES: [CH3:24][N:25]([CH3:26])[CH:27]=[O:28].[Cl:15][CH2:16][Cl:17].[Cl:18][C:19]([C:20]([Cl:21])=[O:22])=[O:23].[Cl:1][c:2]1[c:3]([C:4](=[O:5])[OH:6])[cH:7][c:8]([S:11](=[O:12])(=[O:13])[Cl:14])[cH:9][cH:10]1>>[Cl:1][c:2]1[c:3]([C:4](=[O:5])[Cl:15])[cH:7][c:8]([S:11](=[O:12])(=[O:13])[Cl:14])[cH:9][cH:10]1. The reactants are ClC1=CC=C(C2=C1N=C(NS2(=O)=O)C2CCCCC2)I (5-chloro-3-cyclohexyl-8-iodo-1,2-dihydro-1,2,4-benzothiadiazine-1,1-dioxide), COC1=C(C=CC=C1)B(O)O (2-methoxyphenylboronic acid), C(=O)([O-])[O-].[Na+].[Na+] (Na2CO3). The reagents and catalysts are Cl[Pd]([P](C1=CC=CC=C1)(C2=CC=CC=C2)C3=CC=CC=C3)([P](C4=CC=CC=C4)(C5=CC=CC=C5)C6=CC=CC=C6)Cl (Pd(PPh3)2Cl2). The solvent is COCCOC (1,2-dimethoxyethane). Yields the product ClC1=CC=C(C2=C1N=C(NS2(=O)=O)C2CCCCC2)C2=C(C=CC=C2)OC (5-chloro-3-cyclohexyl-8-(2-methoxyphenyl)-1,2-dihydro-1,2,4-benzothiadiazine-1,1-dioxide). Isolated yield 72.6%. RXN SMILES: [Cl:1][C:2]1[C:7]2[N:8]=[C:9]([CH:14]3[CH2:19][CH2:18][CH2:17][CH2:16][CH2:15]3)[NH:10][S:11](=[O:13])(=[O:12])[C:6]=2[C:5](I)=[CH:4][CH:3]=1.[CH3:21][O:22][C:23]1[CH:28]=[CH:27][CH:26]=[CH:25][C:24]=1B(O)O.C([O-])([O-])=O.[Na+].[Na+]>COCCOC.Cl[Pd](Cl)([P](C1C=CC=CC=1)(C1C=CC=CC=1)C1C=CC=CC=1)[P](C1C=CC=CC=1)(C1C=CC=CC=1)C1C=CC=CC=1>[Cl:1][C:2]1[C:7]2[N:8]=[C:9]([CH:14]3[CH2:19][CH2:18][CH2:17][CH2:16][CH2:15]3)[NH:10][S:11](=[O:13])(=[O:12])[C:6]=2[C:5]([C:24]2[CH:25]=[CH:26][CH:27]=[CH:28][C:23]=2[O:22][CH3:21])=[CH:4][CH:3]=1 |f:2.3.4,^1:46,65|. Procedure: A mixture of 5-chloro-3-cyclohexyl-8-iodo-1,2-dihydro-1,2,4-benzothiadiazine-1,1-dioxide (290 mg, 0.68 mmol), 2-methoxyphenylboronic acid (122 mg, 0.80 mmol), Pd(PPh3)2Cl2 (10 mg, 2 mol %) in 1,2-dimethoxyethane (50 ml) and Na2CO3 (2M, 2 ml, 4 mmol) were refluxed under N2 for 2 h. The solvents were removed under reduced pressure and the residue was extracted with EtOAc (2×40 ml) and the organic layer was washed with saturated NaHCO3 (20 ml), dried (Na2SO4) and the solvent was removed under reduc... Reactants: OCCBr, O=C([O-])[O-], Cc1nc(N2CCc3ccccc3CC2)c(C#N)c(=O)[nH]1, CC#N, [K+], [K+]. Product: Cc1nc(N2CCc3ccccc3CC2)c(C#N)c(=O)n1CCO. RXN SMILES: [Br:22][CH2:23][CH2:24][OH:25].[C:26](=[O:27])([O-:28])[O-:29].[CH3:1][c:2]1[nH:3][c:4](=[O:21])[c:5]([C:19]#[N:20])[c:6]([N:8]2[CH2:9][CH2:10][c:11]3[c:12]([cH:15][cH:16][cH:17][cH:18]3)[CH2:13][CH2:14]2)[n:7]1.[CH3:32][C:33]#[N:34].[K+:30].[K+:31]>>[CH3:1][c:2]1[n:3]([CH2:23][CH2:24][OH:25])[c:4](=[O:21])[c:5]([C:19]#[N:20])[c:6]([N:8]2[CH2:9][CH2:10][c:11]3[c:12]([cH:15][cH:16][cH:17][cH:18]3)[CH2:13][CH2:14]2)[n:7]1. The reactants are CCCCBr, O=C([O-])[O-], [K+], [K+], CN(C)C=O, O, O=c1nc(-c2ccccn2)sc2ccc(O)cc12. Product: CCCCOc1ccc2sc(-c3ccccn3)nc(=O)c2c1. As a reaction SMILES: [Br:19][CH2:20][CH2:21][CH2:22][CH3:23].[C:24](=[O:25])([O-:26])[O-:27].[K+:28].[K+:29].[O:30]=[CH:31][N:32]([CH3:33])[CH3:34].[OH2:35].[OH:1][c:2]1[cH:3][cH:4][c:5]2[c:6]([c:7](=[O:17])[n:8][c:9](-[c:11]3[n:12][cH:13][cH:14][cH:15][cH:16]3)[s:10]2)[cH:18]1>>[O:1]([c:2]1[cH:3][cH:4][c:5]2[c:6]([c:7](=[O:17])[n:8][c:9](-[c:11]3[n:12][cH:13][cH:14][cH:15][cH:16]3)[s:10]2)[cH:18]1)[CH2:20][CH2:21][CH2:22][CH3:23]. Reactants: C(=NC1CCCCC1)=NC1CCCCC1, NS(=O)(=O)c1cc(C(=O)O)ccc1Cl, Cl, COc1ccccc1N1CCN(N)CC1, [Na+], C1CCOC1, [OH-]. Yields the product COc1ccccc1N1CCN(NC(=O)c2ccc(Cl)c(S(N)(=O)=O)c2)CC1. RXN SMILES: [CH:1]1([N:2]=[C:3]=[N:4][CH:5]2[CH2:6][CH2:7][CH2:8][CH2:9][CH2:10]2)[CH2:11][CH2:12][CH2:13][CH2:14][CH2:15]1.[Cl:16][c:17]1[c:18]([S:26]([NH2:27])(=[O:28])=[O:29])[cH:19][c:20]([C:21](=[O:22])[OH:23])[cH:24][cH:25]1.[ClH:45].[NH2:30][N:31]1[CH2:32][CH2:33][N:34]([c:37]2[c:38]([O:43][CH3:44])[cH:39][cH:40][cH:41][cH:42]2)[CH2:35][CH2:36]1.[Na+:47].[O:48]1[CH2:49][CH2:50][CH2:51][CH2:52]1.[OH-:46]>>[Cl:16][c:17]1[c:18]([S:26]([NH2:27])(=[O:28])=[O:29])[cH:19][c:20]([C:21](=[O:23])[NH:30][N:31]2[CH2:32][CH2:33][N:34]([c:37]3[c:38]([O:43][CH3:44])[cH:39][cH:40][cH:41][cH:42]3)[CH2:35][CH2:36]2)[cH:24][cH:25]1.